From a dataset of the Open Reaction Database (ORD), a public repository of structured organic reaction records. describe an organic reaction: reactants, conditions, products, and yield Starting materials: C(C)(C)NC1CCCCC1 (N-isopropylcyclohexylamine), C(CCC)[Li] (n-butyllithium), COC(CC1=CC(=CC(=C1)OC)OC)=O (3,5-dimethoxyphenylacetic acid methyl ester), ClC1=NC=C(C(=N1)Cl)CI (2,4-Dichloro-5-(iodomethyl)pyrimidine). Solvent: C(C)(=O)OCC (ethyl acetate), O1CCCC1 (tetrahydrofuran), O1CCCC1 (tetrahydrofuran), O1CCCC1 (tetrahydrofuran). Conditions: temperature -78 celsius, time 30 minute. Product: COC(C(CC=1C(=NC(=NC1)Cl)Cl)C1=CC(=CC(=C1)OC)OC)=O (3-(2,4-dichloro-pyrimidin-5-yl)-2-(3,5-dimethoxy-phenyl)-propionic acid methyl ester). Reaction SMILES: C(NC1CCCCC1)(C)C.C([Li])CCC.[CH3:16][O:17][C:18](=[O:30])[CH2:19][C:20]1[CH:25]=[C:24]([O:26][CH3:27])[CH:23]=[C:22]([O:28][CH3:29])[CH:21]=1.[Cl:31][C:32]1[N:37]=[C:36]([Cl:38])[C:35]([CH2:39]I)=[CH:34][N:33]=1>O1CCCC1.C(OCC)(=O)C>[CH3:16][O:17][C:18](=[O:30])[CH:19]([C:20]1[CH:25]=[C:24]([O:26][CH3:27])[CH:23]=[C:22]([O:28][CH3:29])[CH:21]=1)[CH2:39][C:35]1[C:36]([Cl:38])=[N:37][C:32]([Cl:31])=[N:33][CH:34]=1. Reported procedure: To a solution of N-isopropylcyclohexylamine (1.44 g, 10.0 mmol) (Aldrich) in dry tetrahydrofuran (20 mL) was added n-butyllithium (2.5 M in hexanes, 4.0 mL, 10.0 mmol) (Aldrich) at −78° C. under argon. After 30 minutes, a solution of 3,5-dimethoxy-phenyl-acetic acid methyl ester (2.05 g, 9.76 mmol) (from Example 3a supra) in tetrahydrofuran (5 mL) was added by injection via a syringe and the reaction mixture was stirred at −78° C. for another 30 minutes. To this reaction mixture was added a solu...